This data is from the Open Reaction Database (ORD), a public repository of structured organic reaction records. The task is: describe an organic reaction: reactants, conditions, products, and yield Starting materials: CC1=C(N=C(O1)C1=CC2=CC=CC=C2C=C1)COC1=CC=C(C=C1)/C=C/C=O ((E)-3-[4-[5-methyl-2-(2-naphthyl)-4-oxazolylmethoxy]phenyl]-2-propen-1-al), C(#N)CP(OCC)(OCC)=O (diethyl cyanomethylphosphonate). The product is CC1=C(N=C(O1)C1=CC2=CC=CC=C2C=C1)COC1=CC=C(C=C1)/C=C/C=C/C#N ((E,E)-5-[4-[5-methyl-2-(2-naphthyl)-4-oxazolylmethoxy]phenyl]-2,4-pentadienenitrile). As a reaction SMILES: [CH3:1][C:2]1[O:6][C:5]([C:7]2[CH:16]=[CH:15][C:14]3[C:9](=[CH:10][CH:11]=[CH:12][CH:13]=3)[CH:8]=2)=[N:4][C:3]=1[CH2:17][O:18][C:19]1[CH:24]=[CH:23][C:22](/[CH:25]=[CH:26]/[CH:27]=O)=[CH:21][CH:20]=1.[C:29]([CH2:31]P(=O)(OCC)OCC)#[N:30]>>[CH3:1][C:2]1[O:6][C:5]([C:7]2[CH:16]=[CH:15][C:14]3[C:9](=[CH:10][CH:11]=[CH:12][CH:13]=3)[CH:8]=2)=[N:4][C:3]=1[CH2:17][O:18][C:19]1[CH:24]=[CH:23][C:22](/[CH:25]=[CH:26]/[CH:27]=[CH:31]/[C:29]#[N:30])=[CH:21][CH:20]=1. Reported procedure: According to the method described for Reference Example 35, (E)-3-[4-[5-methyl-2-(2-naphthyl)-4-oxazolylmethoxy]phenyl]-2-propen-1-al was allowed to react with diethyl cyanomethylphosphonate to give (E,E)-5-[4-[5-methyl-2-(2-naphthyl)-4-oxazolylmethoxy]phenyl]-2,4-pentadienenitrile. Recrystallization from ethyl acetate--ether gave colorless prisms, m.p.159°-160° C. Reactants: C1(=CC=CC=C1)SC=1SC=CN1 (2-Phenylthiothiazole), BrC=1C=NC(=NC1)Cl (5-bromo-2-chloro-pyrimidine). Yields the product BrC=1C(=NC(=NC1)Cl)C1=CN=C(S1)SC1=CC=CC=C1 (5-Bromo-2-chloro-4-[2-(phenylthio)thiazol-5-yl]pyrimidine). RXN SMILES: [C:1]1([S:7][C:8]2[S:9][CH:10]=[CH:11][N:12]=2)[CH:6]=[CH:5][CH:4]=[CH:3][CH:2]=1.[Br:13][C:14]1[CH:15]=[N:16][C:17]([Cl:20])=[N:18][CH:19]=1>>[Br:13][C:14]1[C:15]([C:10]2[S:9][C:8]([S:7][C:1]3[CH:2]=[CH:3][CH:4]=[CH:5][CH:6]=3)=[N:12][CH:11]=2)=[N:16][C:17]([Cl:20])=[N:18][CH:19]=1. Procedure: The title compound was prepared from 2-Phenylthiothiazole and 5-bromo-2-chloro-pyrimidine in a manner analogous to Example 249, Step 1. MS (M+H)+ 386.